This data is from the Open Reaction Database (ORD), a public repository of structured organic reaction records. The task is: describe an organic reaction: reactants, conditions, products, and yield Procedure details: To a solution of (3RS)-1-[(2-azatricyclo[4.3.1.14,8 ]-undec-2-yl) carbonylmethyl]-3-tert-butoxycarbonylamino-2,3-di-hydro-5-(2-fluorophenyl)-1H-1,4-benzodiazepin-2-one (0.445 g) in nitromethane was treated with hydrogen chloride under stirring at cooling in an ice-bath. The mixture was concentrated in vacuo. The residue was dissolved with ethyl acetate and extracted with 1N hydrochloric acid aqueous solution three times. The combined aqueous layers were alkalined with sodium bicarbonate, extract... The reactants are C12N(CC3CC(CC(C1)C3)C2)C(=O)CN2C(C(N=C(C3=C2C=CC=C3)C3=C(C=CC=C3)F)NC(=O)OC(C)(C)C)=O ((3RS)-1-[(2-azatricyclo[4.3.1.14,8 ]-undec-2-yl) carbonylmethyl]-3-tert-butoxycarbonylamino-2,3-di-hydro-5-(2-fluorophenyl)-1H-1,4-benzodiazepin-2-one), Cl (hydrogen chloride). Run in [N+](=O)([O-])C (nitromethane). RXN SMILES: [CH:1]12[CH2:11][CH:6]3[CH2:7][CH:8]([CH2:10][CH:4]([CH2:5]3)[CH2:3][N:2]1[C:12]([CH2:14][N:15]1[C:21]3[CH:22]=[CH:23][CH:24]=[CH:25][C:20]=3[C:19]([C:26]3[CH:31]=[CH:30][CH:29]=[CH:28][C:27]=3[F:32])=[N:18][CH:17]([NH:33]C(OC(C)(C)C)=O)[C:16]1=[O:41])=[O:13])[CH2:9]2.Cl>[N+](C)([O-])=O>[NH2:33][CH:17]1[N:18]=[C:19]([C:26]2[CH:31]=[CH:30][CH:29]=[CH:28][C:27]=2[F:32])[C:20]2[CH:25]=[CH:24][CH:23]=[CH:22][C:21]=2[N:15]([CH2:14][C:12]([N:2]2[CH2:3][CH:4]3[CH2:10][CH:8]4[CH2:7][CH:6]([CH2:11][CH:1]2[CH2:9]4)[CH2:5]3)=[O:13])[C:16]1=[O:41]. Yield: 72.5%. The product is NC1C(N(C2=C(C(=N1)C1=C(C=CC=C1)F)C=CC=C2)CC(=O)N2C1CC3CC(CC(C2)C3)C1)=O ((3RS)-3-amino-1-[(2-azatricyclo[4.3.1.14,8 ]undec-2-yl)carbonylmethyl]-2,3-dihydro-5-(2-fluorophenyl)-1H-1,4-benzodiazepin-2-one). The reactants are CCCCC, CC(C)NC(C)C, ClP1OCCS1. Product: CC(C)N(C(C)C)P1OCCS1. RXN SMILES: [CH3:14][CH2:15][CH2:16][CH2:17][CH3:18].[CH:7]([CH3:8])([CH3:9])[NH:10][CH:11]([CH3:12])[CH3:13].[Cl:1][P:2]1[O:3][CH2:4][CH2:5][S:6]1>>[P:2]1([N:10]([CH:7]([CH3:8])[CH3:9])[CH:11]([CH3:12])[CH3:13])[O:3][CH2:4][CH2:5][S:6]1.